Dataset: the Open Reaction Database (ORD), a public repository of structured organic reaction records. Task: describe an organic reaction: reactants, conditions, products, and yield The reactants are O=C(O)CCCCCCC1=CC(Br)CC1=O, CC(C)=O, O, [OH]. The product is O=C(O)CCCCCCC1=CC(O)CC1=O. Reaction SMILES: [Br:1][CH:2]1[CH:3]=[C:4]([CH2:8][CH2:9][CH2:10][CH2:11][CH2:12][CH2:13][C:14](=[O:15])[OH:16])[C:5](=[O:7])[CH2:6]1.[CH3:17][C:18]([CH3:19])=[O:20].[OH2:22].[OH:21]>>[CH:2]1([OH:20])[CH:3]=[C:4]([CH2:8][CH2:9][CH2:10][CH2:11][CH2:12][CH2:13][C:14](=[O:15])[OH:16])[C:5](=[O:7])[CH2:6]1. Starting materials: CC(C)(C)OC(=O)Nc1ccc(C(=O)O)cc1, C1CCOC1, CCN=C=NCCCN(C)C, CC1(C)CC2CC(C)(CN2)C1, CCN(C(C)C)C(C)C, On1nnc2ccccc21. The product is CC1(C)CC2CC(C)(CN2C(=O)c2ccc(NC(=O)OC(C)(C)C)cc2)C1. Reaction SMILES: [C:1]([CH3:2])([CH3:3])([CH3:4])[O:5][C:6](=[O:7])[NH:8][c:9]1[cH:10][cH:11][c:12]([C:13](=[O:14])[OH:15])[cH:16][cH:17]1.[CH2:59]1[O:60][CH2:61][CH2:62][CH2:63]1.[CH3:28][CH2:29][N:30]=[C:31]=[N:32][CH2:33][CH2:34][CH2:35][N:36]([CH3:37])[CH3:38].[CH3:48][C:49]12[CH2:50][C:51]([CH3:57])([CH3:58])[CH2:52][CH:53]([NH:54][CH2:55]1)[CH2:56]2.[CH:39]([N:40]([CH2:41][CH3:42])[CH:43]([CH3:44])[CH3:45])([CH3:46])[CH3:47].[OH:18][n:19]1[c:20]2[c:21]([cH:22][cH:23][cH:24][cH:25]2)[n:26][n:27]1>>[C:1]([CH3:2])([CH3:3])([CH3:4])[O:5][C:6](=[O:7])[NH:8][c:9]1[cH:10][cH:11][c:12]([C:13](=[O:15])[N:54]2[CH:53]3[CH2:52][C:51]([CH3:57])([CH3:58])[CH2:50][C:49]([CH3:48])([CH2:55]2)[CH2:56]3)[cH:16][cH:17]1. Starting materials: [Al+3], ClC(Cl)Cl, [H-], [H-], [H-], [H-], [Li+], [Na+], C1CCOC1, CC(C)(C)OC(=O)N1CCN(CC2CNCCO2)CC1, [OH-]. The product is CN1CCN(CC2CNCCO2)CC1. As a reaction SMILES: [Al+3:2].[CH:29]([Cl:30])([Cl:31])[Cl:32].[H-:1].[H-:4].[H-:5].[H-:6].[Li+:3].[Na+:28].[O:33]1[CH2:34][CH2:35][CH2:36][CH2:37]1.[O:7]1[CH:8]([CH2:13][N:14]2[CH2:15][CH2:16][N:17]([C:20]([O:21][C:22]([CH3:23])([CH3:24])[CH3:25])=[O:26])[CH2:18][CH2:19]2)[CH2:9][NH:10][CH2:11][CH2:12]1.[OH-:27]>>[O:7]1[CH:8]([CH2:13][N:14]2[CH2:15][CH2:16][N:17]([CH3:20])[CH2:18][CH2:19]2)[CH2:9][NH:10][CH2:11][CH2:12]1. Starting materials: CN=C=O (methylisocyanate), C1CCN2CCC(CC12)C1=CNC2=CC=C(C=C12)N (3-(octahydroindolizin-7-yl)-5-amino-1H-indole). Solvent: CN(C=O)C (dimethylformamide). Conditions: time 72 hour. Product: CNC(=O)NC=1C=C2C(=CNC2=CC1)C1CCN2CCCC2C1 (N-methyl-N'-(3-(octahydroindolizin-7-yl)-1H-indol-5-yl)urea). Yield: 55.8%. RXN SMILES: [CH3:1][N:2]=[C:3]=[O:4].[CH2:5]1[CH:13]2[N:8]([CH2:9][CH2:10][CH:11]([C:14]3[C:22]4[C:17](=[CH:18][CH:19]=[C:20]([NH2:23])[CH:21]=4)[NH:16][CH:15]=3)[CH2:12]2)[CH2:7][CH2:6]1>CN(C)C=O>[CH3:1][NH:2][C:3]([NH:23][C:20]1[CH:21]=[C:22]2[C:17](=[CH:18][CH:19]=1)[NH:16][CH:15]=[C:14]2[CH:11]1[CH2:12][CH:13]2[N:8]([CH2:7][CH2:6][CH2:5]2)[CH2:9][CH2:10]1)=[O:4]. Procedure details: The methylisocyanate (220 mg, 3.9 mmol) was added to a solution of 3-(octahydroindolizin-7-yl)-5-amino-1H-indole (500 mg, 1.95 mmol) in 10 ml of dimethylformamide. The reaction was allowed to stir for 72 hours. TLC indicated the reaction was complete so the reaction was concentrated to give a purple gum. This material was chromatographed on a short FLORISIL™ column using 20% methanol in methylene chloride (ammonium hydroxide) as solvent to give 340 mg of a white foam. The white foam was recrysta... Starting materials: ClP(Cl)(Cl)(Cl)Cl, Oc1cnc2cc(Cl)c(Cl)cc2n1, O=P(Cl)(Cl)Cl. Product: Clc1cnc2cc(Cl)c(Cl)cc2n1. Reaction SMILES: [Cl:1][P:2]([Cl:3])([Cl:4])([Cl:5])[Cl:6].[Cl:7][c:8]1[cH:9][c:10]2[n:11][cH:12][c:13]([OH:19])[n:14][c:15]2[cH:16][c:17]1[Cl:18].[P:20]([Cl:21])([Cl:22])([Cl:23])=[O:24]>>[Cl:1][c:13]1[cH:12][n:11][c:10]2[cH:9][c:8]([Cl:7])[c:17]([Cl:18])[cH:16][c:15]2[n:14]1. Reactants: [BH4-], O=C(c1ccc(Br)cc1)c1ccc(Br)cc1, C1CCOC1, [Na+]. Yields the product OC(c1ccc(Br)cc1)c1ccc(Br)cc1. As a reaction SMILES: [BH4-:17].[Br:1][c:2]1[cH:3][cH:4][c:5]([C:8](=[O:9])[c:10]2[cH:11][cH:12][c:13]([Br:16])[cH:14][cH:15]2)[cH:6][cH:7]1.[CH2:19]1[O:20][CH2:21][CH2:22][CH2:23]1.[Na+:18]>>[Br:1][c:2]1[cH:3][cH:4][c:5]([CH:8]([OH:9])[c:10]2[cH:11][cH:12][c:13]([Br:16])[cH:14][cH:15]2)[cH:6][cH:7]1. The reactants are C(CCC)N1C(=S)NC(=O)C(=C1S(=O)C)C(C)C (1-butyl-5-isopropyl-6-(methylsulfinyl)-2-thiouracil), CC=1C=C(C=C(C1)C)[SeH] ((3,5-dimethylphenyl) selenol), C1(=CC=CC=C1)[SeH] (benzeneselenol). The product is C(CCC)N1C(=S)NC(=O)C(=C1[Se]C1=CC(=CC(=C1)C)C)C(C)C (1-butyl-6-[(3,5-dimethylphenyl)selenenyl]-5-isopropyl-2-thiouracil). Yield: 88.0%. Reaction SMILES: [CH2:1]([N:5]1[C:12](S(C)=O)=[C:11]([CH:16]([CH3:18])[CH3:17])[C:9](=[O:10])[NH:8][C:6]1=[S:7])[CH2:2][CH2:3][CH3:4].[CH3:19][C:20]1[CH:21]=[C:22]([SeH:27])[CH:23]=[C:24]([CH3:26])[CH:25]=1.C1([SeH])C=CC=CC=1>>[CH2:1]([N:5]1[C:12]([Se:27][C:22]2[CH:23]=[C:24]([CH3:26])[CH:25]=[C:20]([CH3:19])[CH:21]=2)=[C:11]([CH:16]([CH3:18])[CH3:17])[C:9](=[O:10])[NH:8][C:6]1=[S:7])[CH2:2][CH2:3][CH3:4]. Procedure details: The titled compound was prepared in the same manner as described in Example 39 by using 1-butyl-5-isopropyl-6-(methylsulfinyl)-2-thiouracil and (3,5-dimethylphenyl) selenol in place of 1-(4-acetoxybutyl)-5-ethyl-6-(methylsulfinyl)-2-thiouracil and benzeneselenol, respectively.